Task: describe an organic reaction: reactants, conditions, products, and yield. Dataset: the Open Reaction Database (ORD), a public repository of structured organic reaction records The reactants are ClC=1C=C(N)C=C(C1)Cl (3,5-dichloroaniline), BrCCC(=O)OCC (ethyl 3-bromopropionate). Solvent: CN(C=O)C (dimethylformamide). Product: C(C)OC(=O)CCNC1=CC(=CC(=C1)Cl)Cl (N-(2-Etoxycarbonylethyl)-3,5-dichloroaniline). Yield: 49.2%. Reaction SMILES: [Cl:1][C:2]1[CH:3]=[C:4]([CH:6]=[C:7]([Cl:9])[CH:8]=1)[NH2:5].Br[CH2:11][CH2:12][C:13]([O:15][CH2:16][CH3:17])=[O:14]>CN(C)C=O>[CH2:16]([O:15][C:13]([CH2:12][CH2:11][NH:5][C:4]1[CH:3]=[C:2]([Cl:1])[CH:8]=[C:7]([Cl:9])[CH:6]=1)=[O:14])[CH3:17]. Procedure details: In 20 ml of dimethylformamide was dissolved 5.0 g of 3,5-dichloroaniline. To the solution was added 6.16 g of ethyl 3-bromopropionate, followed by heating under reflux for 6 hours. The reaction mixture was concentrated and the concentrate was extracted with ethyl acetate. The extract was washed with saturated sodium hydrogencarbonate aqueous solution and saturated sodium chloride aqueous solution and dried over anhydrous magnesium sulfate. The solvent was removed under reduced pressure. The resi... The reactants are CC(=O)OC(C)=O, COC(=O)c1ccc(OC)c(OC2CCCC2)c1N, C1COCCO1, O. Product: COC(=O)c1ccc(OC)c(OC2CCCC2)c1NC(C)=O. Reaction SMILES: [CH3:20][C:21](=[O:22])[O:23][C:24](=[O:25])[CH3:26].[NH2:1][c:2]1[c:3]([C:4](=[O:5])[O:6][CH3:7])[cH:8][cH:9][c:10]([O:18][CH3:19])[c:11]1[O:12][CH:13]1[CH2:14][CH2:15][CH2:16][CH2:17]1.[O:27]1[CH2:28][CH2:29][O:30][CH2:31][CH2:32]1.[OH2:33]>>[NH:1]([c:2]1[c:3]([C:4](=[O:5])[O:6][CH3:7])[cH:8][cH:9][c:10]([O:18][CH3:19])[c:11]1[O:12][CH:13]1[CH2:14][CH2:15][CH2:16][CH2:17]1)[C:21]([CH3:20])=[O:22]. Starting materials: NC=1C=CC(=NC1)N(CCC1=CC=C(OC(C(=O)OCC)(C)C)C=C1)CC1=CC=C(C=C1)C(F)(F)F (ethyl 2-[4-(2-{(5-aminopyridin-2-yl)[4-(trifluoromethyl)benzyl]amino}ethyl)phenoxy]-2-methylpropanoate), COC(=O)Cl (methylchloroformate). The product is COC(=O)NC=1C=CC(=NC1)N(CCC1=CC=C(OC(C(=O)O)(C)C)C=C1)CC1=CC=C(C=C1)C(F)(F)F (2-[4-(2-{{5-[(Methoxycarbonyl)amino]pyridin-2-yl}[4-(trifluoromethyl)benzyl]amino}ethyl)phenoxy]-2-methylpropanoic acid). RXN SMILES: [NH2:1][C:2]1[CH:3]=[CH:4][C:5]([N:8]([CH2:26][C:27]2[CH:32]=[CH:31][C:30]([C:33]([F:36])([F:35])[F:34])=[CH:29][CH:28]=2)[CH2:9][CH2:10][C:11]2[CH:25]=[CH:24][C:14]([O:15][C:16]([CH3:23])([CH3:22])[C:17]([O:19]CC)=[O:18])=[CH:13][CH:12]=2)=[N:6][CH:7]=1.[CH3:37][O:38][C:39](Cl)=[O:40]>>[CH3:37][O:38][C:39]([NH:1][C:2]1[CH:3]=[CH:4][C:5]([N:8]([CH2:26][C:27]2[CH:28]=[CH:29][C:30]([C:33]([F:36])([F:34])[F:35])=[CH:31][CH:32]=2)[CH2:9][CH2:10][C:11]2[CH:12]=[CH:13][C:14]([O:15][C:16]([CH3:23])([CH3:22])[C:17]([OH:19])=[O:18])=[CH:24][CH:25]=2)=[N:6][CH:7]=1)=[O:40]. Procedure details: Similarly prepared from ethyl 2-[4-(2-{(5-aminopyridin-2-yl)[4-(trifluoromethyl)benzyl]amino}ethyl)phenoxy]-2-methylpropanoate and methylchloroformate. The reactants are C(C)(C)(C)OC(=O)C1(CC(=NO1)C1=C(C=CC(=C1)O)CCC(=O)O)CC(=O)OC(C)(C)C (3-(2-(5-(tert-butoxycarbonyl)-5-(2-tert-butoxy-2-oxoethyl)-4,5-dihydro-1,2-oxazol-3-yl)-4-hydroxyphenyl)propanoic acid), Cl.N[C@@H](CC(=O)OC(C)(C)C)C(=O)OC(C)(C)C (di-tert-butyl L-aspartate hydrochloride), CCN=C=NCCCN(C)C (WSC), C=1C=CC2=C(C1)N=NN2O (HOBt). Solvent: O (water), CN(C)C=O (DMF), C(C)N(CC)CC (triethylamine). Conditions: time 3 day. The product is C(C)(C)(C)OC(=O)C1(CC(=NO1)C1=C(C=CC(=C1)O)CCC(=O)N[C@@H](CC(=O)OC(C)(C)C)C(=O)OC(C)(C)C)CC(=O)OC(C)(C)C (Di-tert-butyl N-(3-(2-(5-(tert-butoxycarbonyl)-5-(2-tert-butoxy-2-oxoethyl)-4,5-dihydro-1,2-oxazol-3-yl)-4-hydroxyphenyl)propanoyl)-L-aspartate). The yield is 47.8%. As a reaction SMILES: [C:1]([O:5][C:6]([C:8]1([CH2:25][C:26]([O:28][C:29]([CH3:32])([CH3:31])[CH3:30])=[O:27])[O:12][N:11]=[C:10]([C:13]2[CH:18]=[C:17]([OH:19])[CH:16]=[CH:15][C:14]=2[CH2:20][CH2:21][C:22](O)=[O:23])[CH2:9]1)=[O:7])([CH3:4])([CH3:3])[CH3:2].Cl.[NH2:34][C@H:35]([C:44]([O:46][C:47]([CH3:50])([CH3:49])[CH3:48])=[O:45])[CH2:36][C:37]([O:39][C:40]([CH3:43])([CH3:42])[CH3:41])=[O:38].CCN=C=NCCCN(C)C.C1C=CC2N(O)N=NC=2C=1>O.CN(C=O)C.C(N(CC)CC)C>[C:1]([O:5][C:6]([C:8]1([CH2:25][C:26]([O:28][C:29]([CH3:32])([CH3:31])[CH3:30])=[O:27])[O:12][N:11]=[C:10]([C:13]2[CH:18]=[C:17]([OH:19])[CH:16]=[CH:15][C:14]=2[CH2:20][CH2:21][C:22]([NH:34][C@H:35]([C:44]([O:46][C:47]([CH3:50])([CH3:49])[CH3:48])=[O:45])[CH2:36][C:37]([O:39][C:40]([CH3:42])([CH3:43])[CH3:41])=[O:38])=[O:23])[CH2:9]1)=[O:7])([CH3:4])([CH3:3])[CH3:2] |f:1.2|. Reported procedure: A mixture of 3-(2-(5-(tert-butoxycarbonyl)-5-(2-tert-butoxy-2-oxoethyl)-4,5-dihydro-1,2-oxazol-3-yl)-4-hydroxyphenyl)propanoic acid (214 mg), di-tert-butyl L-aspartate hydrochloride (161 mg), WSC (89 mg), HOBt (77 mg), triethylamine (0.080 mL), and DMF (2 mL) was stirred at room temperature for 3 days. To the reaction mixture, water was added, followed by extraction with ethyl acetate. The extract was washed with brine and dried over anhydrous magnesium sulfate, and then, the solvent was distill... The reactants are ClC=1C2=C(N=C(N1)N1CCN(CC1)C1=CC=C(C=C1)Cl)CCS2=O (4-chloro-2-[4-(4-chloro-phenyl)-piperazin-1-yl]-6,7-dihydro-thieno[3,2-d]pyrimidine 5-oxide), O (water), N[C@@H](CO)C(C)C ((R)-(−)-2-amino-3-methyl-butan-1-ol), C(C)(C)N(CC)C(C)C (diisopropylethylamine). The solvent is O1CCOCC1 (dioxane). Run at temperature 120 celsius. Yields the product ClC1=CC=C(C=C1)N1CCN(CC1)C=1N=C(C2=C(N1)CCS2=O)N[C@@H](CO)C(C)C ((R)-2-{2-[4-(4-CHLORO-PHENYL)-PIPERAZIN-1-YL]-5-OXO-6,7-DIHYDRO-5H-5λ4-THIENO-[3,2-D]PYRIMIDIN-4-YLAMINO}-3-METHYL-BUTAN-1-OL). RXN SMILES: Cl[C:2]1[C:3]2[S:23](=[O:24])[CH2:22][CH2:21][C:4]=2[N:5]=[C:6]([N:8]2[CH2:13][CH2:12][N:11]([C:14]3[CH:19]=[CH:18][C:17]([Cl:20])=[CH:16][CH:15]=3)[CH2:10][CH2:9]2)[N:7]=1.[NH2:25][C@H:26]([CH:29]([CH3:31])[CH3:30])[CH2:27][OH:28].C(N(C(C)C)CC)(C)C.O>O1CCOCC1>[Cl:20][C:17]1[CH:18]=[CH:19][C:14]([N:11]2[CH2:12][CH2:13][N:8]([C:6]3[N:7]=[C:2]([NH:25][C@H:26]([CH:29]([CH3:31])[CH3:30])[CH2:27][OH:28])[C:3]4[S:23](=[O:24])[CH2:22][CH2:21][C:4]=4[N:5]=3)[CH2:9][CH2:10]2)=[CH:15][CH:16]=1. Procedure details: 220 mg 4-chloro-2-[4-(4-chloro-phenyl)-piperazin-1-yl]-6,7-dihydro-thieno[3,2-d]pyrimidine 5-oxide (cf Example 124), 118.43 mg (R)-(−)-2-amino-3-methyl-butan-1-ol and 197.52 μl diisopropylethylamine are placed in 4 ml dioxane, and the mixture is heated to 120° C. in the microwave for 0.3 hours. Then the reaction mixture is mixed with water, the precipitate formed is suction filtered, washed and dried. The diastereomers are separated by preparative HPLC (method B). 25.5 mg of Diastereomer 1 (Exam... The reactants are CC(=O)[O-], COC(=O)C(C)(C)c1ccc(Cl)c([N+](=O)[O-])c1, [Fe], O. Product: COC(=O)C(C)(C)c1ccc(Cl)c(N)c1. RXN SMILES: [CH3:18][C:19](=[O:20])[O-:21].[Cl:1][c:2]1[c:3]([N+:15]([O-:16])=[O:17])[cH:4][c:5]([C:8]([C:9](=[O:10])[O:11][CH3:12])([CH3:13])[CH3:14])[cH:6][cH:7]1.[Fe:22].[OH2:23]>>[Cl:1][c:2]1[c:3]([NH2:15])[cH:4][c:5]([C:8]([C:9](=[O:10])[O:11][CH3:12])([CH3:13])[CH3:14])[cH:6][cH:7]1. Reaction SMILES: [CH3:10][S:11]([O:12][CH2:15][CH:16]1[CH2:17][CH2:18][CH:19]2[N:20]([CH2:21][CH2:22][N:23]([c:25]3[n:26][cH:27][cH:28][cH:29][n:30]3)[CH2:24]2)[CH2:31]1)(=[O:13])=[O:14].[CH3:33][N:34]([CH3:35])[CH:36]=[O:37].[CH:41]([OH:42])([CH3:43])[CH3:44].[Cl:38][CH2:39][Cl:40].[ClH:32].[H-:8].[Na+:9].[O:1]=[C:2]1[CH2:3][CH2:4][C:5](=[O:6])[NH:7]1.[OH2:45]>>[O:1]=[C:2]1[CH2:3][CH2:4][C:5](=[O:6])[N:7]1[CH2:15][CH:16]1[CH2:17][CH2:18][CH:19]2[N:20]([CH2:21][CH2:22][N:23]([c:25]3[n:26][cH:27][cH:28][cH:29][n:30]3)[CH2:24]2)[CH2:31]1. The reactants are CS(=O)(=O)OCC1CCC2CN(c3ncccn3)CCN2C1, CN(C)C=O, CC(C)O, ClCCl, Cl, [H-], [Na+], O=C1CCC(=O)N1, O. Product: O=C1CCC(=O)N1CC1CCC2CN(c3ncccn3)CCN2C1. Starting materials: O[C@@H]1C[C@H](NC1)C(=O)O (trans-4-hydroxy-L-proline), FC1=C(C=CC=C1)[N+](=O)[O-] (1-fluoro-2-nitrobenzene). Yields the product O[C@@H]1C[C@H](N(C1)C1=C(C=CC=C1)[N+](=O)[O-])C(=O)O ((2S, 4R)-4-Hydroxy-1-(2-nitrophenyl) Proline). The yield is 71.1%. As a reaction SMILES: [OH:1][C@H:2]1[CH2:6][NH:5][C@H:4]([C:7]([OH:9])=[O:8])[CH2:3]1.F[C:11]1[CH:16]=[CH:15][CH:14]=[CH:13][C:12]=1[N+:17]([O-:19])=[O:18]>>[OH:1][C@H:2]1[CH2:6][N:5]([C:11]2[CH:16]=[CH:15][CH:14]=[CH:13][C:12]=2[N+:17]([O-:19])=[O:18])[C@H:4]([C:7]([OH:9])=[O:8])[CH2:3]1. Procedure details: The same procedures used in Reference Example 1 were repeated except for using trans-4-hydroxy-L-proline and 1-fluoro-2-nitrobenzene to give the title compound. Yield 71.1%. The reactants are O=C(Cl)c1ccccc1, CCOCC, Nc1ncc2c(n1)-c1cc(I)ccc1NC(=O)C2, c1ccncc1. The product is O=C1Cc2cnc(NC(=O)c3ccccc3)nc2-c2cc(I)ccc2N1. RXN SMILES: [C:19]([c:20]1[cH:21][cH:22][cH:23][cH:24][cH:25]1)(=[O:26])[Cl:27].[CH3:28][CH2:29][O:30][CH2:31][CH3:32].[NH2:1][c:2]1[n:3][cH:4][c:5]2[c:6]([n:18]1)-[c:7]1[c:8]([cH:13][cH:14][c:15]([I:17])[cH:16]1)[NH:9][C:10](=[O:12])[CH2:11]2.[cH:33]1[cH:34][cH:35][n:36][cH:37][cH:38]1>>[NH:1]([c:2]1[n:3][cH:4][c:5]2[c:6]([n:18]1)-[c:7]1[c:8]([cH:13][cH:14][c:15]([I:17])[cH:16]1)[NH:9][C:10](=[O:12])[CH2:11]2)[C:19]([c:20]1[cH:21][cH:22][cH:23][cH:24][cH:25]1)=[O:26]. Starting materials: amines, [BH4-].[Na+] (sodium borohydride), C(C)(C)(C)OC(=O)N1[C@H]([C@@H](OC[C@@H]1[C@H]([C@H](CC1=C(C=CC=C1)CC)[N+](=O)[O-])O)OCC(C)(C)C)C ((2R,3S,5R)-2-(2,2-dimethylpropoxy)-5-[(1R,2S)-3-(2-ethylphenyl)-1-hydroxy-2-nitropropyl]-3-methylmorpholine-4-carboxylic acid tert-butyl ester). The reagents and catalysts are [Ni](Cl)Cl (nickel (II) chloride). Run in CO (methanol). Run at time 30 minute. The product is C(C)(C)(C)OC(=O)N1[C@H]([C@@H](OC[C@@H]1[C@H]([C@H](CC1=C(C=CC=C1)CC)N)O)OCC(C)(C)C)C ((2R,3S,5R)-5-[(1S,2S)-2-Amino-3-(2-ethylphenyl)-1-hydroxypropyl]-2-(2,2-dimethylpropoxy)-3-methylmorpholine-4-carboxylic acid tert-butyl ester). Yield: 85.0%. As a reaction SMILES: [C:1]([O:5][C:6]([N:8]1[C@@H:13]([C@@H:14]([OH:28])[C@@H:15]([N+:25]([O-])=O)[CH2:16][C:17]2[CH:22]=[CH:21][CH:20]=[CH:19][C:18]=2[CH2:23][CH3:24])[CH2:12][O:11][C@@H:10]([O:29][CH2:30][C:31]([CH3:34])([CH3:33])[CH3:32])[C@@H:9]1[CH3:35])=[O:7])([CH3:4])([CH3:3])[CH3:2].[BH4-].[Na+]>CO.[Ni](Cl)Cl>[C:1]([O:5][C:6]([N:8]1[C@@H:13]([C@@H:14]([OH:28])[C@@H:15]([NH2:25])[CH2:16][C:17]2[CH:22]=[CH:21][CH:20]=[CH:19][C:18]=2[CH2:23][CH3:24])[CH2:12][O:11][C@@H:10]([O:29][CH2:30][C:31]([CH3:32])([CH3:34])[CH3:33])[C@@H:9]1[CH3:35])=[O:7])([CH3:3])([CH3:4])[CH3:2] |f:1.2|. Procedure details: Dissolve the mixture of diastereomers from the previous reaction containing (2R,3S,5R)-2-(2,2-dimethylpropoxy)-5-[(1R,2S)-3-(2-ethylphenyl)-1-hydroxy-2-nitropropyl]-3-methylmorpholine-4-carboxylic acid tert-butyl ester in dry methanol (12 mL) and add nickel (II) chloride (267 mg, 2.06 mmol). To the resulting suspension, add sodium borohydride (284 mg, 7.5 mmol) portion-wise over 1 minute. After 30 minutes, quench with water and reduce the volume on the rotary evaporator. Add more water and satur...